describe an organic reaction: reactants, conditions, products, and yield From a dataset of the Open Reaction Database (ORD), a public repository of structured organic reaction records. Reactants: C(C)OC(=O)N1[C@@H](C[C@@H](C2=NC(=CC=C12)OC)NC1=NC=C(C(=N1)CC1=CC(=CC(=C1)C(F)(F)F)C(F)(F)F)C=CC#N)CC ((2R*,4S*)-4-{[3,5-bis(trifluoromethyl)benzyl]-[5-(2-cyanovinyl)pyrimidin-2-yl]}amino-2-ethyl-6-methoxy-3,4-dihydro-2H-[1,5]naphthyridine-1-carboxylic acid ethyl ester), [N-]=[N+]=[N-].[Na+] (sodium azide), [Cl-].[NH4+] (ammonium chloride). Run in CN(C=O)C (N,N-dimethylformamide). Run at temperature 100 celsius, time 8 hour. Product: C(C)OC(=O)N1[C@@H](C[C@@H](C2=NC(=CC=C12)OC)NC1=NC=C(C(=N1)CC1=CC(=CC(=C1)C(F)(F)F)C(F)(F)F)C=CC1=NN=NN1)CC ((2R*,4S*)-4-{[3,5-bis(trifluoromethyl)benzyl]-{5-[2-(tetrazole-5-yl)vinyl]pyrimidin-2-yl)}amino-2-ethyl-6-methoxy-3,4-dihydro-2H-[1,5]naphthyridine-1-carboxylic acid ethyl ester). Isolated yield 37.7%. Reaction SMILES: [CH2:1]([O:3][C:4]([N:6]1[C:15]2[C:10](=[N:11][C:12]([O:16][CH3:17])=[CH:13][CH:14]=2)[C@@H:9]([NH:18][C:19]2[N:24]=[C:23]([CH2:25][C:26]3[CH:31]=[C:30]([C:32]([F:35])([F:34])[F:33])[CH:29]=[C:28]([C:36]([F:39])([F:38])[F:37])[CH:27]=3)[C:22]([CH:40]=[CH:41][C:42]#[N:43])=[CH:21][N:20]=2)[CH2:8][C@H:7]1[CH2:44][CH3:45])=[O:5])[CH3:2].[N-:46]=[N+:47]=[N-:48].[Na+].[Cl-].[NH4+]>CN(C)C=O>[CH2:1]([O:3][C:4]([N:6]1[C:15]2[C:10](=[N:11][C:12]([O:16][CH3:17])=[CH:13][CH:14]=2)[C@@H:9]([NH:18][C:19]2[N:24]=[C:23]([CH2:25][C:26]3[CH:31]=[C:30]([C:32]([F:35])([F:34])[F:33])[CH:29]=[C:28]([C:36]([F:37])([F:39])[F:38])[CH:27]=3)[C:22]([CH:40]=[CH:41][C:42]3[NH:48][N:47]=[N:46][N:43]=3)=[CH:21][N:20]=2)[CH2:8][C@H:7]1[CH2:44][CH3:45])=[O:5])[CH3:2] |f:1.2,3.4|. Procedure: A mixture of (2R*,4S*)-4-{[3,5-bis(trifluoromethyl)benzyl]-[5-(2-cyanovinyl)pyrimidin-2-yl]}amino-2-ethyl-6-methoxy-3,4-dihydro-2H-[1,5]naphthyridine-1-carboxylic acid ethyl ester (385 mg), sodium azide (99 mg), ammonium chloride (81 mg) and N,N-dimethylformamide (5 ml) is stirred at 100°C. overnight. The mixture is partitioned by adding ethyl acetate and a saturated brine. The organic layer is washed with a saturated brine, dried over magnesium sulfate, and concentrated under reduced pressure. ...